Dataset: the Open Reaction Database (ORD), a public repository of structured organic reaction records. Task: describe an organic reaction: reactants, conditions, products, and yield The reactants are C(C)(C)(C)OC(=O)N1C[C@@H](N(CC1)CC1=CC(=CC=C1)C1=NC(=NC=C1)Cl)C (4-[3-(2-Chloro-pyrimidin-4-yl)-benzyl]-3-(S)-methyl-piperazine-1-carboxylic acid tert-butyl ester), FC=1C=C(CCN)C=CC1 (3-flourophenethylamine), 506. Product: C(C)(C)(C)OC(=O)N1C[C@@H](N(CC1)CC1=CC(=CC=C1)C1=NC(=NC=C1)NCCC1=CC(=CC=C1)F)C (4-(3-{2-[2-(3-Fluoro-phenyl)-ethylamino]-pyrimidin-4-yl}-benzyl)-3-(S)-methyl-piperazine-1-carboxylic acid tert-butyl ester). As a reaction SMILES: [C:1]([O:5][C:6]([N:8]1[CH2:13][CH2:12][N:11]([CH2:14][C:15]2[CH:20]=[CH:19][CH:18]=[C:17]([C:21]3[CH:26]=[CH:25][N:24]=[C:23](Cl)[N:22]=3)[CH:16]=2)[C@@H:10]([CH3:28])[CH2:9]1)=[O:7])([CH3:4])([CH3:3])[CH3:2].[F:29][C:30]1[CH:31]=[C:32]([CH:36]=[CH:37][CH:38]=1)[CH2:33][CH2:34][NH2:35]>>[C:1]([O:5][C:6]([N:8]1[CH2:13][CH2:12][N:11]([CH2:14][C:15]2[CH:20]=[CH:19][CH:18]=[C:17]([C:21]3[CH:26]=[CH:25][N:24]=[C:23]([NH:35][CH2:34][CH2:33][C:32]4[CH:36]=[CH:37][CH:38]=[C:30]([F:29])[CH:31]=4)[N:22]=3)[CH:16]=2)[C@@H:10]([CH3:28])[CH2:9]1)=[O:7])([CH3:4])([CH3:3])[CH3:2]. Procedure: Intermediate 68 was coupled with 3-flourophenethylamine following procedure F. LC-MS showed the product had the expected M+H+ of 506. 1H NMR (Varian 300 MHz, CDCl3, shifts relative to the solvent peak at 7.24 ppm) δ 8.4 (m, 2H) 8.0 (m, 1H) 7.7 (m, 1H) 7.5 (m, 2H) 7.0 (m, 4H) 5.3 (m, 1H) 3.9 (m, 4H) 3.7 (m, 4H) 3.0 (m, 4H) 1.6 (m, 3H) 1.4 (s, 9H). The reactants are C(CC1=CC=CC=C1)NC(C(O)C1=CC=CC=C1)=O (N-phenethyl mandelic amide), C(C)(=O)C1=C(C(C(=O)Cl)O)C=CC=C1 (o-acetylmandelic acid chloride). Solvent: N1=CC=CC=C1 (pyridine). Reaction conditions: time 5 hour. Product: C(CC1=CC=CC=C1)NC(C(OC(C(O)C1=C(C=CC=C1)C(C)=O)=O)C1=CC=CC=C1)=O (N-phenethyl phenyl-alpha-(o-acetylmandeloyloxy)acetamide). As a reaction SMILES: [CH2:1]([NH:9][C:10](=[O:19])[CH:11]([C:13]1[CH:18]=[CH:17][CH:16]=[CH:15][CH:14]=1)[OH:12])[CH2:2][C:3]1[CH:8]=[CH:7][CH:6]=[CH:5][CH:4]=1.[C:20]([C:23]1[CH:33]=[CH:32][CH:31]=[CH:30][C:24]=1[CH:25]([OH:29])[C:26](Cl)=[O:27])(=[O:22])[CH3:21]>N1C=CC=CC=1>[CH2:1]([NH:9][C:10](=[O:19])[CH:11]([C:13]1[CH:18]=[CH:17][CH:16]=[CH:15][CH:14]=1)[O:12][C:26](=[O:27])[CH:25]([C:24]1[CH:30]=[CH:31][CH:32]=[CH:33][C:23]=1[C:20](=[O:22])[CH3:21])[OH:29])[CH2:2][C:3]1[CH:4]=[CH:5][CH:6]=[CH:7][CH:8]=1. Procedure details: N-phenethyl mandelic amide 51 g is dissolved in 150 ml of pyridine, and o-acetylmandelic acid chloride 60 ml is added with stirring. Exothermic acylation takes place immediately and the stirring is continued for 5 hours. The reaction mixture is mixed with 1 liter of cold 0.2N HCL. The sticky solid thus formed is extracted with 300 ml of chloroform, washed with 400 ml of 5% sodium bicarbonate and is dried over anhydrous sodium sulfate. On evaporation of chloroform a syrupy product 98 g is obtaine...